From a dataset of the Open Reaction Database (ORD), a public repository of structured organic reaction records. describe an organic reaction: reactants, conditions, products, and yield The reactants are O.NN (hydrazine hydrate), ClC1=C(C=CC=C1)C(C1=C(C=CC(=C1)Cl)N1C(=NN=C1CN1C(C=2C(C1=O)=CC=CC2)=O)CN2CCN(CC2)C)=O (2',5-dichloro-2-[3-[(4-methylpiperazino)methyl]-5-(phthalimidomethyl)- 4H-1,2,4-triazol-4-yl]benzophenone). Run in C(C)O (ethanol). Yields the product ClC1=C(C=CC=C1)C1=NCC=2N(C3=C1C=CC=C3)C=NN2 (6-(o-chlorophenyl)-4H-s-triazolo[4,3-a][1,4]-benzodiazepine). RXN SMILES: [Cl:1][C:2]1[CH:7]=[CH:6][CH:5]=[CH:4][C:3]=1[C:8](=O)[C:9]1[CH:14]=[C:13](Cl)[CH:12]=[CH:11][C:10]=1[N:16]1[C:20](CN2C(=O)C3=CC=CC=C3C2=O)=NN=[C:17]1[CH2:33][N:34]1CCN(C)CC1.O.[NH2:43][NH2:44]>C(O)C>[Cl:1][C:2]1[CH:7]=[CH:6][CH:5]=[CH:4][C:3]=1[C:8]1[C:9]2[CH:14]=[CH:13][CH:12]=[CH:11][C:10]=2[N:16]2[CH:20]=[N:43][N:44]=[C:17]2[CH2:33][N:34]=1 |f:1.2|. Procedure details: In the manner given in Example 27, 2',5-dichloro-2-[3-[(4-methylpiperazino)methyl]-5-(phthalimidomethyl)- 4H-1,2,4-triazol-4-yl]benzophenone is heated in ethanol with hydrazine hydrate to give 8-chloro-1-[4-methylpiperazino)methyl]-6-(o-chlorophenyl)-4H-s-triazolo[4,3-a][1,4]-benzodiazepine. Reactants: BrCc1ccc2ccccc2c1, ClCCl, O, c1c[nH]cn1. Yields the product c1ccc2cc(Cn3ccnc3)ccc2c1. Reaction SMILES: [Br:6][CH2:7][c:8]1[cH:9][c:10]2[cH:11][cH:12][cH:13][cH:14][c:15]2[cH:16][cH:17]1.[CH2:19]([Cl:20])[Cl:21].[OH2:18].[nH:1]1[cH:2][n:3][cH:4][cH:5]1>>[n:1]1([CH2:7][c:8]2[cH:9][c:10]3[cH:11][cH:12][cH:13][cH:14][c:15]3[cH:16][cH:17]2)[cH:2][n:3][cH:4][cH:5]1. Reactants: [Si](C)(C)(C(C)(C)C)O[C@H]1[C@@H](O[C@@H]([C@H]1O[Si](C)(C)C(C)(C)C)COC)N1C2=NC(=NC(=C2N=C1)NCC(C1=CC=CC=C1)C1=CC=CC=C1)COCCN1CCCCC1 (N-(9-[(2R,3R,4R,5R)-3,4-bis{[tert-butyl(dimethyl)silyl]oxy}-5-(methoxymethyl)tetrahydro-2-furanyl]-2-{[2-(1-piperidinyl)ethoxy]methyl}-9H-purin-6-yl)-N-(2,2-diphenylethyl)amine), O1CCCC1 (tetrahydrofuran), solution, [F-].C(CCC)[N+](CCCC)(CCCC)CCCC (tetra-n-butylammonium fluoride). The product is C1(=CC=CC=C1)C(CNC1=C2N=CN(C2=NC(=N1)COCCN1CCCCC1)[C@@H]1O[C@@H]([C@H]([C@H]1O)O)COC)C1=CC=CC=C1 ((2R,3R,4S,5R)-2-(6-[(2,2-Diphenylethyl)amino]-2-{[2-(1-piperidinyl)ethoxy]methyl}-9H-purin-9-yl)-5-(methoxymethyl)tetrahydro-3,4-furandiol). Isolated yield 30.4%. Reaction SMILES: [Si]([O:8][C@@H:9]1[C@H:13]([O:14][Si](C(C)(C)C)(C)C)[C@@H:12]([CH2:22][O:23][CH3:24])[O:11][C@H:10]1[N:25]1[CH:33]=[N:32][C:31]2[C:26]1=[N:27][C:28]([CH2:49][O:50][CH2:51][CH2:52][N:53]1[CH2:58][CH2:57][CH2:56][CH2:55][CH2:54]1)=[N:29][C:30]=2[NH:34][CH2:35][CH:36]([C:43]1[CH:48]=[CH:47][CH:46]=[CH:45][CH:44]=1)[C:37]1[CH:42]=[CH:41][CH:40]=[CH:39][CH:38]=1)(C(C)(C)C)(C)C.[F-].C([N+](CCCC)(CCCC)CCCC)CCC.O1CCCC1>>[C:43]1([CH:36]([C:37]2[CH:38]=[CH:39][CH:40]=[CH:41][CH:42]=2)[CH2:35][NH:34][C:30]2[N:29]=[C:28]([CH2:49][O:50][CH2:51][CH2:52][N:53]3[CH2:58][CH2:57][CH2:56][CH2:55][CH2:54]3)[N:27]=[C:26]3[C:31]=2[N:32]=[CH:33][N:25]3[C@H:10]2[C@H:9]([OH:8])[C@H:13]([OH:14])[C@@H:12]([CH2:22][O:23][CH3:24])[O:11]2)[CH:44]=[CH:45][CH:46]=[CH:47][CH:48]=1 |f:1.2|. Procedure: The title compound was prepared by a similar method to example 38 using N-(9-[(2R,3R,4R,5R)-3,4-bis{[tert-butyl(dimethyl)silyl]oxy}-5-(methoxymethyl)tetrahydro-2-furanyl]-2-{[2-(1-piperidinyl)ethoxy]methyl}-9H-purin-6-yl)-N-(2,2-diphenylethyl)amine (100 mg, 0.12 mmol) (preparation 29), and a 1M solution of tetra-n-butylammonium fluoride in tetrahydrofuran (0.5 ml, 0.5 mmol). The compound was purified by column chromatography on silica gel eluting with a solvent system of dichloromethane:methanol... Starting materials: C(CCC)N (Butan-1-amine), BrCCCO[Si](C)(C)C(C)(C)C ((3-bromopropoxy)(tert-butyl)dimethylsilane). Reaction conditions: time 8 hour. Yields the product [Si](C)(C)(C(C)(C)C)OCCCNCCCC (N-(3-(tert-Butyldimethylsilyloxy)propyl)butan-1-amine). Reaction SMILES: [CH2:1]([NH2:5])[CH2:2][CH2:3][CH3:4].Br[CH2:7][CH2:8][CH2:9][O:10][Si:11]([C:14]([CH3:17])([CH3:16])[CH3:15])([CH3:13])[CH3:12]>>[Si:11]([O:10][CH2:9][CH2:8][CH2:7][NH:5][CH2:1][CH2:2][CH2:3][CH3:4])([C:14]([CH3:15])([CH3:16])[CH3:17])([CH3:13])[CH3:12]. Reported procedure: Butan-1-amine (8 mL) was added to (3-bromopropoxy)(tert-butyl)dimethylsilane (0.8 g) and the resulting mixture stirred overnight at RT. The volatiles were removed by concentration under reduced pressure and the residue was partitioned between saturated sodium bicarbonate solution (20 mL) and ethyl acetate (25 mL). The phases were separated and the aqueous phase was extracted with more ethyl acetate (2×25 mL). The combined organic phases were washed with brine (25 mL), dried over sodium sulphate,... Reactants: [OH-].[Na+] (sodium hydroxide), C(C)(=O)N1CCC(C2=CC(=CC=C12)/C(=C/C1=CC=C(C(=O)OC)C=C1)/C)(C)C (methyl 4[(E)-2-(N-acetyl-4,4-dimethyl-1,2,3,4-tetrahydro-6-quinolinyl)-2-methylvinyl]benzoate), Cl (hydrochloric acid). The solvent is O (water), O1CCOCC1 (dioxane). Reaction conditions: time 48 hour. The product is C(C)(=O)N1CCC(C2=CC(=CC=C12)/C(=C/C1=CC=C(C(=O)O)C=C1)/C)(C)C (4-[(E)-2-(N-Acetyl-4,4-dimethyl-1,2,3,4-tetrahydro-6-quinolinyl)-2-methylvinyl]benzoic Acid). As a reaction SMILES: [C:1]([N:4]1[C:13]2[C:8](=[CH:9][C:10](/[C:14](/[CH3:26])=[CH:15]/[C:16]3[CH:25]=[CH:24][C:19]([C:20]([O:22]C)=[O:21])=[CH:18][CH:17]=3)=[CH:11][CH:12]=2)[C:7]([CH3:28])([CH3:27])[CH2:6][CH2:5]1)(=[O:3])[CH3:2].[OH-].[Na+].Cl>O1CCOCC1.O>[C:1]([N:4]1[C:13]2[C:8](=[CH:9][C:10](/[C:14](/[CH3:26])=[CH:15]/[C:16]3[CH:17]=[CH:18][C:19]([C:20]([OH:22])=[O:21])=[CH:24][CH:25]=3)=[CH:11][CH:12]=2)[C:7]([CH3:28])([CH3:27])[CH2:6][CH2:5]1)(=[O:3])[CH3:2] |f:1.2|. Procedure: To a solution of 0.1 g (0.265 mmol) of methyl 4[(E)-2-(N-acetyl-4,4-dimethyl-1,2,3,4-tetrahydro-6-quinolinyl)-2-methylvinyl]benzoate in 10 ml of dioxane was added, with stirring, 0.8 ml (1.6 mmol) of 2N sodium hydroxide, with the temperature maintained at 25° C. Stirring was continued for 48 hours, and then the reaction mixture was diluted with 25 ml of water. It was then acidified to pH 2 with 2N hydrochloric acid and extracted with dichloromethane. The combined extracts were dried using sodium...